Dataset: the Open Reaction Database (ORD), a public repository of structured organic reaction records. Task: describe an organic reaction: reactants, conditions, products, and yield Starting materials: C(C=1C(O)=CC=CC1)=N[C@@H](C)C1=CC=CC=C1 ((S)-(+)-N-salicylidene-1-phenylethylamine), cupric acetate, C1=CCCCC1 (cyclohexene), C(C)#N (acetonitrile), C(C1=CC=CC=C1)(=O)OOC(C)(C)C (t-butyl peroxybenzoate). The reagents and catalysts are [Cu] (copper). The solvent is C(C)(=O)O (acetic acid). Reaction conditions: time 6.5 hour. The product is C(C)(=O)OC1C=CCCC1 (2-cyclohexenyl acetate). RXN SMILES: C(=N[C@H](C1C=CC=CC=1)C)[C:2]1[C:3](=[CH:5][CH:6]=[CH:7][CH:8]=1)[OH:4].C1CCCCC=1.C(#N)C.[C:27](OOC(C)(C)C)(=[O:34])[C:28]1C=CC=CC=1>[Cu].C(O)(=O)C>[C:27]([O:4][CH:3]1[CH2:2][CH2:8][CH2:7][CH:6]=[CH:5]1)(=[O:34])[CH3:28]. Reported procedure: A mixture of 0.451 g of (S)-(+)-N-salicylidene-1-phenylethylamine, 0.182 g of cupric acetate, 0.7 g of copper powder, 15 ml of cyclohexene, 15 ml of acetonitrile, 5 ml of acetic acid and 5 ml of t-butyl peroxybenzoate was stirred at 20° to 25° C for 6.5 hours in a nitrogen atmosphere. After the reaction, the reaction mixture was treated in the same manner as in Example 1 to obtain 1.60 g of 2-cyclohexenyl acetate.